This data is from the Open Reaction Database (ORD), a public repository of structured organic reaction records. The task is: describe an organic reaction: reactants, conditions, products, and yield Starting materials: CC=1SC2=C(N1)C=CC=C2 (2-methylbenzothiazole), C(C1=CC=CC=C1)=O (benzaldehyde), [OH-].[Na+] (sodium hydroxide), C1(=CC=CC=C1)C (toluene), compound 1. Run in O (water). Yields the product C(=CC1=CC=CC=C1)C=1SC2=C(N1)C=CC=C2 (2-styrylbenzothiazole). The yield is 57.0%. As a reaction SMILES: [CH3:1][C:2]1[S:3][C:4]2[CH:10]=[CH:9][CH:8]=[CH:7][C:5]=2[N:6]=1.[CH:11](=O)[C:12]1[CH:17]=[CH:16][CH:15]=[CH:14][CH:13]=1.[OH-].[Na+].C1(C)C=CC=CC=1>O>[CH:1]([C:2]1[S:3][C:4]2[CH:10]=[CH:9][CH:8]=[CH:7][C:5]=2[N:6]=1)=[CH:11][C:12]1[CH:17]=[CH:16][CH:15]=[CH:14][CH:13]=1 |f:2.3|. Procedure details: A mixture of 2-methylbenzothiazole (1.49 g, 0.01 mol), benzaldehyde (1.27 g, 0.012 mol), 50% sodium hydroxide solution (3 ml), toluene (5 ml) and compound 1 (1 mmol) was stirred at reflux temperature for 4 hours. The reaction mixture was allowed to cool to room temperature and then diluted with water (10 ml). The organic layer was separated and the aqueous phase extracted with toluene. The combined organic portions were dried over magnesium sulphate and evaporated to give a solid residue which w... Reactants: ClCCl, O=C=Nc1cccc(C(F)(F)F)c1, Nc1ccc(Cl)c(C(=O)O)c1, [Na+], O=C([O-])O. The product is O=C(Nc1cccc(C(F)(F)F)c1)Nc1ccc(Cl)c(C(=O)O)c1. As a reaction SMILES: [Cl:30][CH2:31][Cl:32].[F:12][C:13]([c:14]1[cH:15][c:16]([N:20]=[C:21]=[O:22])[cH:17][cH:18][cH:19]1)([F:23])[F:24].[NH2:1][c:2]1[cH:3][cH:4][c:5]([Cl:11])[c:6]([C:7](=[O:8])[OH:9])[cH:10]1.[Na+:29].[O-:25][C:26]([OH:27])=[O:28]>>[NH:1]([c:2]1[cH:3][cH:4][c:5]([Cl:11])[c:6]([C:7](=[O:8])[OH:9])[cH:10]1)[C:21]([NH:20][c:16]1[cH:15][c:14]([C:13]([F:12])([F:23])[F:24])[cH:19][cH:18][cH:17]1)=[O:22]. The reactants are CCOC(C)=O, CCOC(=O)Cl, Nc1nccs1, c1ccncc1. Yields the product CCOC(=O)Nc1nccs1. Reaction SMILES: [CH3:13][CH2:14][O:15][C:16](=[O:17])[CH3:18].[Cl:7][C:8](=[O:9])[O:10][CH2:11][CH3:12].[NH2:1][c:2]1[s:3][cH:4][cH:5][n:6]1.[cH:19]1[cH:20][cH:21][n:22][cH:23][cH:24]1>>[NH:1]([c:2]1[s:3][cH:4][cH:5][n:6]1)[C:8](=[O:9])[O:10][CH2:11][CH3:12]. Starting materials: S1C=NC=C1 (thiazole), CC(C)(OC(=O)N[C@@H](CC(C)C)C=O)C (N-[(1,1-dimethylethoxy)carbonyl]-L-leucinal), amide, C(CCC)[Li] (n-Butyllithium). The solvent is O1CCCC1 (tetrahydrofuran), O1CCCC1 (tetrahydrofuran), CCCCCC (hexane). Reaction conditions: time 35 minute. Product: CC(C)(OC(=O)N[C@H](C(O)C=1SC=CN1)CC(C)C)C ((2S)-2-[[(1,1-dimethylethoxy)carbonyl]amino]-4-methyl-1-(2-thiazolyl)-1-pentanol). As a reaction SMILES: C([Li])CCC.[S:6]1[CH:10]=[CH:9][N:8]=[CH:7]1.[CH3:11][C:12]([CH3:25])([O:14][C:15]([NH:17][C@H:18]([CH:23]=[O:24])[CH2:19][CH:20]([CH3:22])[CH3:21])=[O:16])[CH3:13]>CCCCCC.O1CCCC1>[CH3:13][C:12]([CH3:25])([O:14][C:15]([NH:17][C@@H:18]([CH2:19][CH:20]([CH3:21])[CH3:22])[CH:23]([C:7]1[S:6][CH:10]=[CH:9][N:8]=1)[OH:24])=[O:16])[CH3:11]. Procedure: 2.5 n-Butyllithium in hexane (8 ml.) is added to a solution containing thiazole (1.7 g., 20 mmole) in dry tetrahydrofuran (60 ml.) cooled to -70° under argon. After stirring a short time, the solid material begins to come out of solution. The reaction remains heterogeneous after 35 minutes at -40° to -35° . After cooling the reaction to -50° , a solution containing N-[(1,1-dimethylethoxy)carbonyl]-L-leucinal (2.2g., 10 mmole) in tetrahydrofuran (5 ml.) is added. After 90 minutes the reaction is ... Reactants: C(CCCCCCCCCCC)C=1C(C2=CC=CC(=C2C(C1O)=O)C)=O (2-dodecyl-3-hydroxy-5-methyl-1,4-naphthoquinone), C(C)(=O)OC(C)=O (acetic anhydride). Run in N1=CC=CC=C1 (pyridine). Product: C(C)(=O)OC1=C(C(C2=CC=CC(=C2C1=O)C)=O)CCCCCCCCCCCC (3-acetoxy-2-dodecyl-5-methyl-1,4-naphthoquinone). As a reaction SMILES: [CH2:1]([C:13]1[C:14](=[O:26])[C:15]2[C:20]([C:21](=[O:24])[C:22]=1[OH:23])=[C:19]([CH3:25])[CH:18]=[CH:17][CH:16]=2)[CH2:2][CH2:3][CH2:4][CH2:5][CH2:6][CH2:7][CH2:8][CH2:9][CH2:10][CH2:11][CH3:12].[C:27](OC(=O)C)(=[O:29])[CH3:28]>N1C=CC=CC=1>[C:27]([O:23][C:22]1[C:21](=[O:24])[C:20]2[C:15](=[CH:16][CH:17]=[CH:18][C:19]=2[CH3:25])[C:14](=[O:26])[C:13]=1[CH2:1][CH2:2][CH2:3][CH2:4][CH2:5][CH2:6][CH2:7][CH2:8][CH2:9][CH2:10][CH2:11][CH3:12])(=[O:29])[CH3:28]. Procedure: 3.8 Parts of 2-dodecyl-3-hydroxy-5-methyl-1,4-naphthoquinone, 8 parts of acetic anhydride and 32 parts of pyridine were stirred at room temperature for 16 hours. The resulting mixture was evaporated under reduced pressure to remove the pyridine. The residue was recrystallized from methanol to give 2.5 parts of 3-acetoxy-2-dodecyl-5-methyl-1,4-naphthoquinone, m.p. 69°-75° C. The reactants are C(CC(C)C)(=O)O (isovaleric acid), C(=O)(O)[O-].[Na+] (NaHCO3), ClCOS(=O)(=O)Cl (chloromethyl-chlorosulfonate). The reagents and catalysts are S(=O)(=O)(O)[O-].C(CCC)[N+](CCCC)(CCCC)CCCC (tetrabutylammonium hydrogen sulfate). Run in O (water), ClCCl (dichloromethane). Reaction conditions: time 3 hour. The product is C(CC(C)C)(=O)OCCl (isovaleryloxy-methylchloride). Yield: 61.1%. As a reaction SMILES: [C:1]([OH:7])(=[O:6])[CH2:2][CH:3]([CH3:5])[CH3:4].C([O-])(O)=O.[Na+].[Cl:13][CH2:14]OS(Cl)(=O)=O>S([O-])(O)(=O)=O.C([N+](CCCC)(CCCC)CCCC)CCC.O.ClCCl>[C:1]([O:7][CH2:14][Cl:13])(=[O:6])[CH2:2][CH:3]([CH3:5])[CH3:4] |f:1.2,4.5|. Reported procedure: 1.532 g of isovaleric acid (1), 5.04 g of NaHCO3 and 0.518 g of tetrabutylammonium hydrogen sulfate were dissolved in a mixture solution of 50 ml of water and 50 ml of dichloromethane, and this mixture was ice-cooled. Then, to this mixture was added 3.025 g of chloromethyl-chlorosulfonate, and the reaction mixture was stirred for 0.5 hour at the same temperature and for 3 hours at room temperature. After the reaction, the organic layer was separated, washed with saturated saline solution and dri...